From a dataset of the Open Reaction Database (ORD), a public repository of structured organic reaction records. describe an organic reaction: reactants, conditions, products, and yield The reactants are C(C)(=O)OC(C)(CCOC1=C(C(=CC=C1)N)C#N)C (4-(3-amino-2-cyanophenoxy)-2-methylbutan-2-yl acetate), S(N)(=O)(=O)Cl (sulfamoyl chloride). The product is C(C)(=O)OC(C)(CCOC1=C(C(=CC=C1)NS(N)(=O)=O)C#N)C (4-(2-cyano-3-(sulfamoylamino)phenoxy)-2-methylbutan-2-yl acetate). The yield is 100.0%. Reaction SMILES: [C:1]([O:4][C:5]([CH3:19])([CH2:7][CH2:8][O:9][C:10]1[CH:15]=[CH:14][CH:13]=[C:12]([NH2:16])[C:11]=1[C:17]#[N:18])[CH3:6])(=[O:3])[CH3:2].[S:20](Cl)(=[O:23])(=[O:22])[NH2:21]>>[C:1]([O:4][C:5]([CH3:19])([CH2:7][CH2:8][O:9][C:10]1[CH:15]=[CH:14][CH:13]=[C:12]([NH:16][S:20](=[O:23])(=[O:22])[NH2:21])[C:11]=1[C:17]#[N:18])[CH3:6])(=[O:3])[CH3:2]. Reported procedure: Prepared as in Example 215a from 4-(3-amino-2-cyanophenoxy)-2-methylbutan-2-yl acetate (Example 231b) and sulfamoyl chloride in 100% yield. MS 342 (MH+).